Dataset: the Open Reaction Database (ORD), a public repository of structured organic reaction records. Task: describe an organic reaction: reactants, conditions, products, and yield The reactants are CSc1nnc(-c2ccc3ccccc3c2)s1, O=C(OO)c1cccc(Cl)c1, ClCCl. Product: CS(=O)c1nnc(-c2ccc3ccccc3c2)s1. RXN SMILES: [CH3:1][S:2][c:3]1[s:4][c:5](-[c:8]2[cH:9][c:10]3[cH:11][cH:12][cH:13][cH:14][c:15]3[cH:16][cH:17]2)[n:6][n:7]1.[Cl:18][c:19]1[cH:20][c:21]([C:26](=[O:23])[O:27][OH:28])[cH:22][cH:24][cH:25]1.[Cl:29][CH2:30][Cl:31]>>[CH3:1][S:2]([c:3]1[s:4][c:5](-[c:8]2[cH:9][c:10]3[cH:11][cH:12][cH:13][cH:14][c:15]3[cH:16][cH:17]2)[n:6][n:7]1)=[O:23].